The task is: describe an organic reaction: reactants, conditions, products, and yield. This data is from the Open Reaction Database (ORD), a public repository of structured organic reaction records. Reactants: OC(CC=O)C (β-hydroxybutyraldehyde), C(C)C(=O)CC (diethyl ketone), C(C)C(=O)CC (diethyl ketone), C(C)(C)O (isopropanol), [OH-].[Na+] (sodium hydroxide). Solvent: C(C)(=O)O (acetic acid). Product: CC=1C(C(C(CC1)C)C)=O (2,5,6-trimethyl-2-cyclohexen-1-one). Isolated yield 47.1%. Reaction SMILES: O[CH:2]([CH3:6])[CH2:3][CH:4]=[O:5].[CH2:7]([C:9]([CH2:11]C)=O)[CH3:8].[CH:13](O)(C)C.[OH-].[Na+]>C(O)(=O)C>[CH3:13][C:3]1[C:4](=[O:5])[CH:7]([CH3:8])[CH:9]([CH3:11])[CH2:6][CH:2]=1 |f:3.4|. Procedure details: A mixture of 88 g of β-hydroxybutyraldehyde and 150 g of diethyl ketone is added dropwise in the course of one hour to a mixture of 250 g of diethyl ketone, 80 g of isopropanol and 5 g of sodium hydroxide powder which is boiling under reflux. The whole is boiled for another hour under reflux. Neutralization is effected with glacial acetic acid and the aqueous phase is separated. The organic layer is fractionated. 65 g of 2,5,6-trimethyl-2-cyclohexen-1-one having a boiling point of 74° to 76° C. ... Reactants: CCCCC12CCC(=O)C(Br)=C1c1ccc(OC)cc1C2, CN1CCCC1=O, N#C[Cu]. Product: CCCCC12CCC(=O)C(C#N)=C1c1ccc(OC)cc1C2. RXN SMILES: [Br:1][C:2]1=[C:14]2[C:6]([CH2:17][CH2:18][CH2:19][CH3:20])([CH2:5][CH2:4][C:3]1=[O:21])[CH2:7][c:8]1[cH:9][c:10]([O:15][CH3:16])[cH:11][cH:12][c:13]12.[CH3:25][N:26]1[CH2:27][CH2:28][CH2:29][C:30]1=[O:31].[Cu:22][C:23]#[N:24]>>[C:2]1([C:23]#[N:24])=[C:14]2[C:6]([CH2:17][CH2:18][CH2:19][CH3:20])([CH2:5][CH2:4][C:3]1=[O:21])[CH2:7][c:8]1[cH:9][c:10]([O:15][CH3:16])[cH:11][cH:12][c:13]12. Starting materials: C(#N)C(C)(C1=CC=CC=C1)C1=CC=C(C=C1)N1N=C(C(NC1=O)=O)C#N (2-[4-(1-cyano-1-phenylethyl)phenyl]-2,3,4,5-tetrahydro-3,5-dioxo-1,2,4-triazine-6-carbonitrile), Cl (hydrochloric acid), C(C)(=O)O (acetic acid). Product: C(#N)C(C)(C1=CC=CC=C1)C1=CC=C(C=C1)N1N=C(C(NC1=O)=O)C(=O)O (2-[4-(1-cyano-1-phenylethyl)phenyl]-2,3,4,5-tetrahydro-3,5-dioxo-1,2,4-triazine-6-carboxylic acid). As a reaction SMILES: [C:1]([C:3]([C:11]1[CH:16]=[CH:15][C:14]([N:17]2[C:22](=[O:23])[NH:21][C:20](=[O:24])C(C#N)=[N:18]2)=[CH:13][CH:12]=1)([C:5]1[CH:10]=[CH:9][CH:8]=[CH:7][CH:6]=1)[CH3:4])#[N:2].Cl.[C:28]([OH:31])(=[O:30])[CH3:29]>>[C:1]([C:3]([C:11]1[CH:16]=[CH:15][C:14]([N:17]2[C:22](=[O:23])[NH:21][C:20](=[O:24])[C:29]([C:28]([OH:31])=[O:30])=[N:18]2)=[CH:13][CH:12]=1)([C:5]1[CH:6]=[CH:7][CH:8]=[CH:9][CH:10]=1)[CH3:4])#[N:2]. Procedure: A mixture of 6.86 parts of 2-[4-(1-cyano-1-phenylethyl)phenyl]-2,3,4,5-tetrahydro-3,5-dioxo-1,2,4-triazine-6-carbonitrile, 30 parts of concentrate hydrochloric acid and 150 parts of acetic acid was stirred and refluxed for 24 hours. The reaction mixture was evaporated and the residue was dissolved in trichloromethane. The latter was dried, filtered and evaporated, yielding 7.2 parts of 2-[4-(1-cyano-1-phenylethyl)phenyl]-2,3,4,5-tetrahydro-3,5-dioxo-1,2,4-triazine-6-carboxylic acid (intermediate... Reactants: C([O-])([O-])=O.[Cs+].[Cs+] (Cesium carbonate), BrC=1C=CC(=C(C1)C(=O)C1=C(C(=NC(=C1)OCC(C)(C)C)F)OCOC)F ((5-bromo-2-fluorophenyl)(2-fluoro-3-(methoxymethoxy)-6-(neopentyloxy)pyridin-4-yl)methanone), B(Br)(Br)Br (Boron tribromide), [Cl-].[NH4+] (ammonium chloride). Run in C(Cl)Cl (DCM), O (Water), O (water), C(Cl)Cl (DCM), C(C)#N (ACN). Conditions: time 5 minute. Yields the product BrC=1C=C2C(C3=C(C(=NC(=C3)OCC(C)(C)C)F)OC2=CC1)=O (7-bromo-1-fluoro-3-(neopentyloxy)-5H-chromeno[2,3-c]pyridin-5-one). Yield: 78.6%. As a reaction SMILES: [Br:1][C:2]1[CH:3]=[CH:4][C:5](F)=[C:6]([C:8]([C:10]2[CH:15]=[C:14]([O:16][CH2:17][C:18]([CH3:21])([CH3:20])[CH3:19])[N:13]=[C:12]([F:22])[C:11]=2[O:23]COC)=[O:9])[CH:7]=1.B(Br)(Br)Br.[Cl-].[NH4+].C(=O)([O-])[O-].[Cs+].[Cs+]>C(Cl)Cl.C(#N)C.O>[Br:1][C:2]1[CH:7]=[C:6]2[C:5](=[CH:4][CH:3]=1)[O:23][C:11]1[C:12]([F:22])=[N:13][C:14]([O:16][CH2:17][C:18]([CH3:21])([CH3:20])[CH3:19])=[CH:15][C:10]=1[C:8]2=[O:9] |f:2.3,4.5.6|. Procedure: A solution of (5-bromo-2-fluorophenyl)(2-fluoro-3-(methoxymethoxy)-6-(neopentyloxy)pyridin-4-yl)methanone (1.89 g, 4.25 mmol) in DCM (20 mL) was cooled to −78° C. under nitrogen atmosphere. Boron tribromide (1.0M in CH2Cl2; 4.25 mL, 4.25 mmol) was added drop wise and the reaction mixture was stirred for 5 min at rt. Aqueous, saturated ammonium chloride solution was added, followed by water and DCM. The organic phase was separated and dried over magnesium sulfate. The solvent was removed under re... The reactants are O=CC(=O)O, CC(=O)Nc1ccc2c(c1)CCCC2=O, Cl, [Na+], [OH-]. Yields the product CC(=O)Nc1ccc2c(c1)CCC(=CC(=O)O)C2=O. RXN SMILES: [C:16]([CH:17]=[O:18])(=[O:19])[OH:20].[C:1]([CH3:2])(=[O:3])[NH:4][c:5]1[cH:6][c:7]2[c:12]([cH:13][cH:14]1)[C:11](=[O:15])[CH2:10][CH2:9][CH2:8]2.[ClH:21].[Na+:23].[OH-:22]>>[C:1]([CH3:2])(=[O:3])[NH:4][c:5]1[cH:6][c:7]2[c:12]([cH:13][cH:14]1)[C:11](=[O:15])[C:10](=[CH:17][C:16](=[O:19])[OH:20])[CH2:9][CH2:8]2. Reactants: C(CCCCCCCC)C1=C(CBr)C=CC=C1 (2-nonylbenzyl bromide), C1(=CC=CC=C1)P(C1=CC=CC=C1)C1=CC=CC=C1 (triphenylphosphine), C1(=CC=CC=C1)C (toluene). Run in CCOCC (ether). The product is [Br-].C(CCCCCCCC)C1=C(C[P+](C2=CC=CC=C2)(C2=CC=CC=C2)C2=CC=CC=C2)C=CC=C1 (2-nonylbenzyl-triphenylphosphonium bromide). RXN SMILES: [CH2:1]([C:10]1[CH:17]=[CH:16][CH:15]=[CH:14][C:11]=1[CH2:12][Br:13])[CH2:2][CH2:3][CH2:4][CH2:5][CH2:6][CH2:7][CH2:8][CH3:9].[C:18]1([P:24]([C:31]2[CH:36]=[CH:35][CH:34]=[CH:33][CH:32]=2)[C:25]2[CH:30]=[CH:29][CH:28]=[CH:27][CH:26]=2)[CH:23]=[CH:22][CH:21]=[CH:20][CH:19]=1.C1(C)C=CC=CC=1>CCOCC>[Br-:13].[CH2:1]([C:10]1[CH:17]=[CH:16][CH:15]=[CH:14][C:11]=1[CH2:12][P+:24]([C:25]1[CH:26]=[CH:27][CH:28]=[CH:29][CH:30]=1)([C:31]1[CH:36]=[CH:35][CH:34]=[CH:33][CH:32]=1)[C:18]1[CH:19]=[CH:20][CH:21]=[CH:22][CH:23]=1)[CH2:2][CH2:3][CH2:4][CH2:5][CH2:6][CH2:7][CH2:8][CH3:9] |f:4.5|. Procedure: A mixture of 7.2 g of 2-nonylbenzyl bromide, 5.77 g of triphenylphosphine and 60 ml of toluene is heated under reflux for 4 hours, cooled and diluted with 80 ml of ether. The 2-nonylbenzyl-triphenylphosphonium bromide that separates out is removed by filtration, washed with ether and dried in vacuo; m.p. 174°-176°.